From a dataset of the Open Reaction Database (ORD), a public repository of structured organic reaction records. describe an organic reaction: reactants, conditions, products, and yield The reactants are C(CCCCCC)[C@@H]1CC[C@H](CC1)[SiH]1CCC(CC1)C1=CC(=C(C(=C1)F)O)F (4-(4-(trans-4-n-heptylcyclohexyl)-4-silacyclohexyl)-2,6-difluorophenol), C[C@@H](CCCCCCC)O ((S)-2-nonanol). The product is C(CCCCCC)[C@@H]1CC[C@H](CC1)[Si@@H]1CC[C@H](CC1)C1=CC(=C(C(=C1)F)O[C@@H](CCCCCCC)C)F ((R)-4-(trans-4-(trans-4-n-heptylcyclohexyl)-4-silacyclohexyl)-1-(1-methyloctyloxy)-2,6-difluorobenzene). Reaction SMILES: [CH2:1]([C@H:8]1[CH2:13][CH2:12][C@H:11]([SiH:14]2[CH2:19][CH2:18][CH:17]([C:20]3[CH:25]=[C:24]([F:26])[C:23]([OH:27])=[C:22]([F:28])[CH:21]=3)[CH2:16][CH2:15]2)[CH2:10][CH2:9]1)[CH2:2][CH2:3][CH2:4][CH2:5][CH2:6][CH3:7].[CH3:29][C@H:30](O)[CH2:31][CH2:32][CH2:33][CH2:34][CH2:35][CH2:36][CH3:37]>>[CH2:1]([C@H:8]1[CH2:13][CH2:12][C@H:11]([Si@H:14]2[CH2:19][CH2:18][C@H:17]([C:20]3[CH:25]=[C:24]([F:26])[C:23]([O:27][C@H:30]([CH3:29])[CH2:31][CH2:32][CH2:33][CH2:34][CH2:35][CH2:36][CH3:37])=[C:22]([F:28])[CH:21]=3)[CH2:16][CH2:15]2)[CH2:10][CH2:9]1)[CH2:2][CH2:3][CH2:4][CH2:5][CH2:6][CH3:7]. Reported procedure: The general procedure of Example 1 was repeated using 4-(4-(trans-4-n-heptylcyclohexyl)-4-silacyclohexyl)-2,6-difluorophenol and (S)-2-nonanol, thereby obtaining the intended compound. The reactants are [BH3-]C#N, CC(=O)O, CO, Nc1cc2oc(=O)[nH]c2cc1F, [Na+], O=CCCC1CCCOC1. Product: O=c1[nH]c2cc(F)c(NCCCC3CCCOC3)cc2o1. Reaction SMILES: [C:27]([BH3-:28])#[N:29].[CH3:23][C:24](=[O:25])[OH:26].[CH3:31][OH:32].[NH2:1][c:2]1[cH:3][c:4]2[c:5]([nH:6][c:7](=[O:9])[o:8]2)[cH:10][c:11]1[F:12].[Na+:30].[O:13]1[CH2:14][CH:15]([CH2:19][CH2:20][CH:21]=[O:22])[CH2:16][CH2:17][CH2:18]1>>[NH:1]([c:2]1[cH:3][c:4]2[c:5]([nH:6][c:7](=[O:9])[o:8]2)[cH:10][c:11]1[F:12])[CH2:21][CH2:20][CH2:19][CH:15]1[CH2:14][O:13][CH2:18][CH2:17][CH2:16]1. Reactants: CC(C)(C)OC(=O)CBr, O=C(OCc1ccccc1)N1CCC(O)CC1, CCCC[N+](CCCC)(CCCC)CCCC, Cc1ccccc1, [Na+], [OH-], O, O=S(=O)([O-])O. Product: CC(C)(C)OC(=O)COC1CCN(C(=O)OCc2ccccc2)CC1. Reaction SMILES: [Br:1][CH2:2][C:3](=[O:4])[O:5][C:6]([CH3:7])([CH3:8])[CH3:9].[CH2:10]([c:11]1[cH:12][cH:13][cH:14][cH:15][cH:16]1)[O:17][C:18](=[O:19])[N:20]1[CH2:21][CH2:22][CH:23]([OH:26])[CH2:24][CH2:25]1.[CH2:34]([N+:35]([CH2:36][CH2:37][CH2:38][CH3:39])([CH2:40][CH2:41][CH2:42][CH3:43])[CH2:44][CH2:45][CH2:46][CH3:47])[CH2:48][CH2:49][CH3:50].[CH3:52][c:53]1[cH:54][cH:55][cH:56][cH:57][cH:58]1.[Na+:28].[OH-:27].[OH2:51].[S:29]([O-:30])([OH:31])(=[O:32])=[O:33]>>[CH2:2]([C:3](=[O:4])[O:5][C:6]([CH3:7])([CH3:8])[CH3:9])[O:26][CH:23]1[CH2:22][CH2:21][N:20]([C:18]([O:17][CH2:10][c:11]2[cH:12][cH:13][cH:14][cH:15][cH:16]2)=[O:19])[CH2:25][CH2:24]1. Starting materials: C(C)(=O)OCC=1C(=NC=CC1C1=CN(C(C(=C1)NC1=NC(=CC=C1)OCCNC(C=C)=O)=O)C)N1C(C2=CC=3CC(CC3N2CC1)(C)C)=O ((2-{4,4-Dimethyl-9-oxo-1,10-diazatricyclo[6.4.0.02,6]dodeca-2(6),7-dien-10-yl}-4-[1-methyl-6-oxo-5-({6-[2-(prop-2-enamido)ethoxy]pyridin-2-yl}amino)-1,6-dihydropyridin-3-yl]pyridin-3-yl)methyl acetate), [Li+].[OH-] (LiOH). Solvent: O (water), C1CCOC1.CC(C)O.O (THF i-PrOH H2O). Run at time 1 hour. Product: CC1(CC=2N3CCN(C(C3=CC2C1)=O)C1=NC=CC(=C1CO)C=1C=C(C(N(C1)C)=O)NC1=CC=CC(=N1)OCCNC(C=C)=O)C (N-{2-[(6-{[5-(2-{4,4-dimethyl-9-oxo-1,10-diazatricyclo[6.4.0.02,6]dodeca-2(6),7-dien-10-yl}-3-(hydroxymethyl)pyridin-4-yl)-1-methyl-2-oxo-1,2-dihydropyridin-3-yl]amino}pyridin-2-yl)oxy]ethyl}prop-2-enamide). Yield: 39.4%. As a reaction SMILES: C([O:4][CH2:5][C:6]1[C:7]([N:35]2[CH2:46][CH2:45][N:44]3[C:37](=[CH:38][C:39]4[CH2:40][C:41]([CH3:48])([CH3:47])[CH2:42][C:43]=43)[C:36]2=[O:49])=[N:8][CH:9]=[CH:10][C:11]=1[C:12]1[CH:17]=[C:16]([NH:18][C:19]2[CH:24]=[CH:23][CH:22]=[C:21]([O:25][CH2:26][CH2:27][NH:28][C:29](=[O:32])[CH:30]=[CH2:31])[N:20]=2)[C:15](=[O:33])[N:14]([CH3:34])[CH:13]=1)(=O)C.[Li+].[OH-]>C1COCC1.CC(O)C.O.O>[CH3:47][C:41]1([CH3:48])[CH2:40][C:39]2[CH:38]=[C:37]3[N:44]([CH2:45][CH2:46][N:35]([C:7]4[C:6]([CH2:5][OH:4])=[C:11]([C:12]5[CH:17]=[C:16]([NH:18][C:19]6[N:20]=[C:21]([O:25][CH2:26][CH2:27][NH:28][C:29](=[O:32])[CH:30]=[CH2:31])[CH:22]=[CH:23][CH:24]=6)[C:15](=[O:33])[N:14]([CH3:34])[CH:13]=5)[CH:10]=[CH:9][N:8]=4)[C:36]3=[O:49])[C:43]=2[CH2:42]1 |f:1.2,3.4.5|. Procedure: —Step 6: To a solution of 101f (257 mg, 0.387 mmol) in THF/i-PrOH/H2O (5.0/3.0/2.0 mL) was added LiOH (46 mg, 1.95 mmol) at room temperature. The reaction was stirred for 1 h. The mixture was diluted with water (15 mL) and extracted with DCM (15 mL×3). The combined organic layer was washed with brine (10 mL), dried over Na2SO4, filtered, and concentrated under reduced pressure. The residue solid was purified by reverse-phase prep-HPLC to afford 101 (95 mg, 39% two steps) as a white solid. MS-ESI...